From a dataset of the Open Reaction Database (ORD), a public repository of structured organic reaction records. describe an organic reaction: reactants, conditions, products, and yield Reported procedure: To a solution of 5-((4-bromo-2-chlorophenyl)amino)-N-((2,2-dimethyl-1,3-dioxolan-4-yl)methoxy)-4-fluorobenzo[d]oxazole-6-carboxamide (473 mg, 0.92 mmol) in CH2Cl2 (10 mL) was added trifluoroacetic acid (0.2 mL, 2.69 mmol). The mixture was stirred for 1 h and washed with saturated sodium bicarbonate (aq.). The aqueous layer was extracted by CH2Cl2 (10 mL×2). The combined organic layers were washed by water (10 mL) and brine (10 mL) sequentially, dried over Na2SO4, filtered and concentrated in vac... Yield: 58.4%. The product is BrC1=CC(=C(C=C1)NC=1C(=CC2=C(N=CO2)C1F)C(=O)NOCC(CO)O)Cl (5-((4-bromo-2-chlorophenyl)amino)-N-(2,3-dihydroxypropoxy)-4-fluorobenzo[d]oxazole-6-carboxamide). RXN SMILES: [Br:1][C:2]1[CH:7]=[CH:6][C:5]([NH:8][C:9]2[C:10]([C:19]([NH:21][O:22][CH2:23][CH:24]3[CH2:28][O:27]C(C)(C)[O:25]3)=[O:20])=[CH:11][C:12]3[O:16][CH:15]=[N:14][C:13]=3[C:17]=2[F:18])=[C:4]([Cl:31])[CH:3]=1.FC(F)(F)C(O)=O>C(Cl)Cl>[Br:1][C:2]1[CH:7]=[CH:6][C:5]([NH:8][C:9]2[C:10]([C:19]([NH:21][O:22][CH2:23][CH:24]([OH:25])[CH2:28][OH:27])=[O:20])=[CH:11][C:12]3[O:16][CH:15]=[N:14][C:13]=3[C:17]=2[F:18])=[C:4]([Cl:31])[CH:3]=1. Solvent: C(Cl)Cl (CH2Cl2). The reactants are BrC1=CC(=C(C=C1)NC=1C(=CC2=C(N=CO2)C1F)C(=O)NOCC1OC(OC1)(C)C)Cl (5-((4-bromo-2-chlorophenyl)amino)-N-((2,2-dimethyl-1,3-dioxolan-4-yl)methoxy)-4-fluorobenzo[d]oxazole-6-carboxamide), FC(C(=O)O)(F)F (trifluoroacetic acid). Run at time 1 hour. Starting materials: [N+](=O)([O-])CC1CC(CCC1)=O (3-(nitromethyl)cyclohexanone), [H-].[Al+3].[Li+].[H-].[H-].[H-] (lithium aluminum hydride). The product is NCC1CC(CCC1)O (3-(aminomethyl)cyclohexanol). Yield: 24.5%. As a reaction SMILES: [N+:1]([CH2:4][CH:5]1[CH2:10][CH2:9][CH2:8][C:7](=[O:11])[CH2:6]1)([O-])=O.[H-].[Al+3].[Li+].[H-].[H-].[H-]>>[NH2:1][CH2:4][CH:5]1[CH2:10][CH2:9][CH2:8][CH:7]([OH:11])[CH2:6]1 |f:1.2.3.4.5.6|. Procedure details: 37.2 g of 3-(nitromethyl)cyclohexanone are reduced with lithium aluminum hydride in analogy to the procedure for Example 2. In this way 7.5 g (24.5% of theory) of viscous oily 3-(aminomethyl)cyclohexanol are obtained.